Dataset: the Open Reaction Database (ORD), a public repository of structured organic reaction records. Task: describe an organic reaction: reactants, conditions, products, and yield Starting materials: Cl (HCl), C(CCC#C)O (4-pentyn-1-ol), C(C)(C)(C)OC(=O)N1CCC2=CC(=CC=C12)Br (5-Bromo-2,3-dihydro-indole-1-carboxylic acid tert-butyl ester), C(CCC#C)O (4-pentyn-1-ol). Reagents/catalysts: [Pd].C1(=CC=CC=C1)P(C1=CC=CC=C1)C1=CC=CC=C1.C1(=CC=CC=C1)P(C1=CC=CC=C1)C1=CC=CC=C1.C1(=CC=CC=C1)P(C1=CC=CC=C1)C1=CC=CC=C1.C1(=CC=CC=C1)P(C1=CC=CC=C1)C1=CC=CC=C1 (tetrakis-(triphenylphosphine)-palladium), [Cu]I (CuI). The solvent is N1CCCCC1 (piperidine). Run at time 2 hour. Product: C(C)(C)(C)OC(=O)N1CCC2=CC(=CC=C12)C#CCCCO (5-(5-Hydroxy-pent-1-ynyl)-2,3-dihydro-indole-1-carboxylic acid tert-butyl ester). Yield: 105.9%. RXN SMILES: [C:1]([O:5][C:6]([N:8]1[C:16]2[C:11](=[CH:12][C:13](Br)=[CH:14][CH:15]=2)[CH2:10][CH2:9]1)=[O:7])([CH3:4])([CH3:3])[CH3:2].[CH2:18]([OH:23])[CH2:19][CH2:20][C:21]#[CH:22].Cl>N1CCCCC1.[Pd].C1(P(C2C=CC=CC=2)C2C=CC=CC=2)C=CC=CC=1.C1(P(C2C=CC=CC=2)C2C=CC=CC=2)C=CC=CC=1.C1(P(C2C=CC=CC=2)C2C=CC=CC=2)C=CC=CC=1.C1(P(C2C=CC=CC=2)C2C=CC=CC=2)C=CC=CC=1.[Cu]I>[C:1]([O:5][C:6]([N:8]1[C:16]2[C:11](=[CH:12][C:13]([C:22]#[C:21][CH2:20][CH2:19][CH2:18][OH:23])=[CH:14][CH:15]=2)[CH2:10][CH2:9]1)=[O:7])([CH3:4])([CH3:3])[CH3:2] |f:4.5.6.7.8|. Reported procedure: To 3.73 g (12.5 mmol) 5-Bromo-2,3-dihydro-indole-1-carboxylic acid tert-butyl ester in 25 ml piperidine were added 722 mg (0.63 mmol) tetrakis-(triphenylphosphine)-palladium and 120 mg (0.625 mmol) CuI. The solution was purged with argon, and was heated to 80° C. over a period of 45 min, during which 0.9 ml (9.4 mmol) 4-pentyn-1-ol were added. Additional 0.9 ml (9.4 mmol) 4-pentyn-1-ol were added and the mixture was stirred for 2 h, poured on ice water and 2M HCl was added. The inorganic phase w... Starting materials: CCOC(=O)c1ccn(COCC[Si](C)(C)C)c1COC, Cc1ccccc1. Yields the product CCOC(=O)c1ccn(COCC[Si](C)(C)C)c1C=O. Reaction SMILES: [CH3:1][O:2][CH2:3][c:4]1[n:5]([CH2:14][O:15][CH2:16][CH2:17][Si:18]([CH3:19])([CH3:20])[CH3:21])[cH:6][cH:7][c:8]1[C:9](=[O:10])[O:11][CH2:12][CH3:13].[CH3:22][c:23]1[cH:24][cH:25][cH:26][cH:27][cH:28]1>>[O:2]=[CH:3][c:4]1[n:5]([CH2:14][O:15][CH2:16][CH2:17][Si:18]([CH3:19])([CH3:20])[CH3:21])[cH:6][cH:7][c:8]1[C:9](=[O:10])[O:11][CH2:12][CH3:13].